Dataset: the Open Reaction Database (ORD), a public repository of structured organic reaction records. Task: describe an organic reaction: reactants, conditions, products, and yield Reactants: C1(=CC=CC=C1)C(CCO)C1=CC=CC=C1 (3,3-diphenyl-1-propanol), N1CCC(CC1)C1=CC=C(C=C1)NC(CC)=O (N-[4-(4-piperidinyl)phenyl]propanamide). Yields the product C1(=CC=CC=C1)C(CCN1CCC(CC1)C1=CC=C(C=C1)NC(CC)=O)C1=CC=CC=C1 (N-{4-[1-(3,3-DIPHENYLPROPYL)-4-PIPERIDINYL]PHENYL}PROPANAMIDE). Reaction SMILES: [C:1]1([CH:7]([C:11]2[CH:16]=[CH:15][CH:14]=[CH:13][CH:12]=2)[CH2:8][CH2:9]O)[CH:6]=[CH:5][CH:4]=[CH:3][CH:2]=1.[NH:17]1[CH2:22][CH2:21][CH:20]([C:23]2[CH:28]=[CH:27][C:26]([NH:29][C:30](=[O:33])[CH2:31][CH3:32])=[CH:25][CH:24]=2)[CH2:19][CH2:18]1>>[C:1]1([CH:7]([C:11]2[CH:16]=[CH:15][CH:14]=[CH:13][CH:12]=2)[CH2:8][CH2:9][N:17]2[CH2:22][CH2:21][CH:20]([C:23]3[CH:28]=[CH:27][C:26]([NH:29][C:30](=[O:33])[CH2:31][CH3:32])=[CH:25][CH:24]=3)[CH2:19][CH2:18]2)[CH:6]=[CH:5][CH:4]=[CH:3][CH:2]=1. Reported procedure: Prepared by Procedure O and Scheme W using 3,3-diphenyl-1-propanol and N-[4-(4-piperidinyl)phenyl]propanamide: ESMS m/e: 427.0 (M+H)+. Starting materials: ClC(Cl)Cl, OCc1coc(SCCC(F)=C(F)F)n1, O=S(Cl)Cl, c1ccncc1. Product: FC(F)=C(F)CCSc1nc(CCl)co1. As a reaction SMILES: [CH:26]([Cl:27])([Cl:28])[Cl:29].[OH:1][CH2:2][c:3]1[n:4][c:5]([S:8][CH2:9][CH2:10][C:11](=[C:12]([F:13])[F:14])[F:15])[o:6][cH:7]1.[S:22]([Cl:23])([Cl:24])=[O:25].[cH:16]1[cH:17][cH:18][n:19][cH:20][cH:21]1>>[CH2:2]([c:3]1[n:4][c:5]([S:8][CH2:9][CH2:10][C:11](=[C:12]([F:13])[F:14])[F:15])[o:6][cH:7]1)[Cl:24]. Solvent: FC(C(=O)O)(F)F (trifluoroacetic acid). Starting materials: N([C@@H](CC(OC(C)(C)C)=O)C(=O)NCCC1=CC=CC=C1)C(=O)OCC1=CC=CC=C1 (Cbz—Asp(t-Bu)—CONH-CH2CH2Ph). As a reaction SMILES: [NH:1]([C:22]([O:24][CH2:25][C:26]1[CH:31]=[CH:30][CH:29]=[CH:28][CH:27]=1)=[O:23])[C@H:2]([C:11]([NH:13][CH2:14][CH2:15][C:16]1[CH:21]=[CH:20][CH:19]=[CH:18][CH:17]=1)=[O:12])[CH2:3][C:4](=[O:10])[O:5]C(C)(C)C>FC(F)(F)C(O)=O>[NH:1]([C:22]([O:24][CH2:25][C:26]1[CH:27]=[CH:28][CH:29]=[CH:30][CH:31]=1)=[O:23])[C@H:2]([C:11]([NH:13][CH2:14][CH2:15][C:16]1[CH:17]=[CH:18][CH:19]=[CH:20][CH:21]=1)=[O:12])[CH2:3][C:4](=[O:5])[OH:10]. Isolated yield 86.4%. Reported procedure: The t-butyl ester (10, 100 mg, 0.22 mmol) in trifluoroacetic acid (5 mL) was stirred in an ice bath for 30 minutes. Trifluoroacetic acid was removed under reduced pressure, the crude product was recrystallized from EtOAc/hexane to give 76.8 mg (0.19 mmol, 87% yield) of a pale yellow solid. Product: N([C@@H](CC(O)=O)C(=O)NCCC1=CC=CC=C1)C(=O)OCC1=CC=CC=C1 (Cbz—Asp—CONH—CH2CH2Ph). The reactants are CC#N, [Na+], O=P(Cl)(Cl)Cl, O=S1(=O)CCCC1, O=C1c2ccccc2C(=O)c2c1cccc2S(=O)(=O)[O-]. The product is O=C1c2ccccc2C(=O)c2c1cccc2S(=O)(=O)Cl. As a reaction SMILES: [CH3:34][C:35]#[N:36].[Na+:21].[P:22]([Cl:23])([Cl:24])([Cl:25])=[O:26].[S:27]1(=[O:32])(=[O:33])[CH2:28][CH2:29][CH2:30][CH2:31]1.[c:1]1([S:17](=[O:18])(=[O:19])[O-:20])[cH:2][cH:3][cH:4][c:5]2[c:14]1[C:13](=[O:15])[c:12]1[c:7]([cH:8][cH:9][cH:10][cH:11]1)[C:6]2=[O:16]>>[c:1]1([S:17](=[O:18])(=[O:20])[Cl:24])[cH:2][cH:3][cH:4][c:5]2[c:14]1[C:13](=[O:15])[c:12]1[c:7]([cH:8][cH:9][cH:10][cH:11]1)[C:6]2=[O:16]. The reactants are CCOCC, S=C=Nc1ccc(Cl)cc1, FC(F)Oc1ccc(C2=NNCC2c2ccccc2)cc1. Yields the product FC(F)Oc1ccc(C2=NN(C(=S)Nc3ccc(Cl)cc3)CC2c2ccccc2)cc1. As a reaction SMILES: [CH2:32]([O:33][CH2:34][CH3:35])[CH3:36].[Cl:22][c:23]1[cH:24][cH:25][c:26]([N:29]=[C:30]=[S:31])[cH:27][cH:28]1.[F:1][CH:2]([O:3][c:4]1[cH:5][cH:6][c:7]([C:10]2=[N:11][NH:12][CH2:13][CH:14]2[c:15]2[cH:16][cH:17][cH:18][cH:19][cH:20]2)[cH:8][cH:9]1)[F:21]>>[F:1][CH:2]([O:3][c:4]1[cH:5][cH:6][c:7]([C:10]2=[N:11][N:12]([C:30]([NH:29][c:26]3[cH:25][cH:24][c:23]([Cl:22])[cH:28][cH:27]3)=[S:31])[CH2:13][CH:14]2[c:15]2[cH:16][cH:17][cH:18][cH:19][cH:20]2)[cH:8][cH:9]1)[F:21]. Starting materials: COC(=O)C1(CC1)C1(OCCO1)C (1-(2-Methyl-1,3-dioxolan-2-yl)cyclopropanecarboxylic acid methyl ester), C(C)(C)O (isopropanol), O (water), CC(C)C[AlH]CC(C)C (DIBAH). The solvent is C1(=CC=CC=C1)C (toluene). Run at temperature 0 celsius. Product: CC1(OCCO1)C1(CC1)CO (1-(2-Methyl-1,3-dioxolan-2-yl)cyclopropane methanol). RXN SMILES: C[O:2][C:3]([C:5]1([C:8]2([CH3:13])[O:12][CH2:11][CH2:10][O:9]2)[CH2:7][CH2:6]1)=O.CC(C[AlH]CC(C)C)C.C(O)(C)C.O>C1(C)C=CC=CC=1>[CH3:13][C:8]1([C:5]2([CH2:3][OH:2])[CH2:7][CH2:6]2)[O:9][CH2:10][CH2:11][O:12]1. Reported procedure: 11.2 g of 5 is dissolved in 150 ml of toluene and cooled under nitrogen to 0° C. 125 ml of DIBAH solution (1.2 M in toluene) is now slowly added in drops and stirred for 2 more hours. Then, 1.25 ml of isopropanol and 25 ml of water are added in drops and stirred overnight. The precipitate is filtered off, the filtrate is concentrated by evaporation and chromatographed on silica gel with ethyl acetate/hexane, whereby 9.1 of title compound 6 accumulates as a colorless oil.